Dataset: the Open Reaction Database (ORD), a public repository of structured organic reaction records. Task: describe an organic reaction: reactants, conditions, products, and yield The reactants are CC(C)C[AlH]CC(C)C (DIBAH), [OH-].[Na+] (NaOH), C(=O)(O)[O-].[Na+] (NaHCO3), S1C=NC(=C1)C=1C=C(C(=O)OCC)C=CC1 (ethyl 3-(thiazol-4-yl)benzoate). Solvent: C1(=CC=CC=C1)C (toluene), O (water), C1(=CC=CC=C1)C (toluene). Run at temperature -78 celsius, time 5 minute. The product is S1C=NC(=C1)C=1C=C(C=CC1)CO ((3-(thiazol-4-yl)phenyl)methanol). Reaction SMILES: [S:1]1[CH:5]=[C:4]([C:6]2[CH:7]=[C:8]([CH:14]=[CH:15][CH:16]=2)[C:9](OCC)=[O:10])[N:3]=[CH:2]1.CC(C[AlH]CC(C)C)C.[OH-].[Na+].C([O-])(O)=O.[Na+]>C1(C)C=CC=CC=1.O>[S:1]1[CH:5]=[C:4]([C:6]2[CH:7]=[C:8]([CH2:9][OH:10])[CH:14]=[CH:15][CH:16]=2)[N:3]=[CH:2]1 |f:2.3,4.5|. Procedure details: A cooled (−78° C.) solution of ethyl 3-(thiazol-4-yl)benzoate (501 mg; 2.14 mmol) in anh. toluene (7 ml) was treated with a solution of 1 M DIBAH in toluene (6.44 ml; 6.44 mmol), and the resulting mixture was further stirred at −78° C., under nitrogen, for 5 min., and then at 0° C. for 30 min. The mixture was then treated successively with water (35 ml), 1 M aq. NaOH (11 ml), and aq. sat. NaHCO3 (30 ml). The separated aq. layer was further extracted with AcOEt (2×50 ml). The mixed organic layers... The reactants are Cl (hydrochloric acid), C1(=CC=CC=C1)C(C1=CC=CC=C1)=NC(C(=O)OC(C)(C)C)CC1=CC=C(C=C1)OC(F)(F)F (tert-butyl 2-[(diphenylmethylene)amino]-3-[4-(trifluoromethoxy)phenyl]propanoate), Example 1 ( 1a ). The product is Cl.NC(C(=O)O)CC1=CC=C(C=C1)OC(F)(F)F (2-Amino-3-[4-(trifluoromethoxy)phenyl]propanoic acid hydrochloride). The yield is 91.0%. RXN SMILES: [ClH:1].C1(C(=[N:15][CH:16]([CH2:24][C:25]2[CH:30]=[CH:29][C:28]([O:31][C:32]([F:35])([F:34])[F:33])=[CH:27][CH:26]=2)[C:17]([O:19]C(C)(C)C)=[O:18])C2C=CC=CC=2)C=CC=CC=1>>[ClH:1].[NH2:15][CH:16]([CH2:24][C:25]1[CH:26]=[CH:27][C:28]([O:31][C:32]([F:33])([F:34])[F:35])=[CH:29][CH:30]=1)[C:17]([OH:19])=[O:18] |f:2.3|. Procedure details: A 6 N hydrochloric acid (1 mL) solution of tert-butyl 2-[(diphenylmethylene)amino]-3-[4-(trifluoromethoxy)phenyl]propanoate (64 mg, 0.136 mmol) prepared in Reference Example 1 (1a) was heated under reflux for 6 hours and then cooled to room temperature. The reaction solution was concentrated under reduced pressure, and the residue was washed with diethyl ether to give 35 mg of the title compound (white powder, yield: 91%). Starting materials: [Cl-].[NH4+] (ammonium chloride), C1(CCCCC1)C(C1=C(C=2C(=NC=CC2)S1)C)NC1=CC=C(C(=O)O)C=C1 (4-{[cyclohexyl(3-methylthieno[2,3-b]pyridin-2-yl)methyl]amino}benzoic acid), Cl.C(C)N=C=NCCCN(C)C (1-ethyl-3-(3-dimethylaminopropyl)carbodiimide hydrochloride), CNCCC(=O)OCC (ethyl 3-(methylamino)propanoate), O.ON1N=NC2=C1C=CC=C2 (1-hydroxybenzotriazole monohydrate). The solvent is C(C)N(CC)CC (triethylamine), CN(C=O)C (N,N-dimethylformamide). Run at time 8 hour. Product: C1(CCCCC1)C(C1=C(C=2C(=NC=CC2)S1)C)NC1=CC=C(C=C1)C(=O)N(CCC(=O)OCC)C (ethyl 3-{[(4-{[cyclohexyl(3-methylthieno[2,3-b]pyridin-2-yl)methyl]amino}phenyl)carbonyl](methyl)amino}propanoate). Yield: 85.6%. As a reaction SMILES: [CH:1]1([CH:7]([NH:18][C:19]2[CH:27]=[CH:26][C:22]([C:23]([OH:25])=O)=[CH:21][CH:20]=2)[C:8]2[S:16][C:11]3=[N:12][CH:13]=[CH:14][CH:15]=[C:10]3[C:9]=2[CH3:17])[CH2:6][CH2:5][CH2:4][CH2:3][CH2:2]1.[CH3:28][NH:29][CH2:30][CH2:31][C:32]([O:34][CH2:35][CH3:36])=[O:33].O.ON1C2C=CC=CC=2N=N1.Cl.C(N=C=NCCCN(C)C)C.[Cl-].[NH4+]>CN(C)C=O.C(N(CC)CC)C>[CH:1]1([CH:7]([NH:18][C:19]2[CH:20]=[CH:21][C:22]([C:23]([N:29]([CH3:28])[CH2:30][CH2:31][C:32]([O:34][CH2:35][CH3:36])=[O:33])=[O:25])=[CH:26][CH:27]=2)[C:8]2[S:16][C:11]3=[N:12][CH:13]=[CH:14][CH:15]=[C:10]3[C:9]=2[CH3:17])[CH2:2][CH2:3][CH2:4][CH2:5][CH2:6]1 |f:2.3,4.5,6.7|. Reported procedure: To a mixture of 4-{[cyclohexyl(3-methylthieno[2,3-b]pyridin-2-yl)methyl]amino}benzoic acid (300 mg) synthesized in Example A142(5), ethyl 3-(methylamino)propanoate (155 mg), 1-hydroxybenzotriazole monohydrate (181 mg), triethylamine (329 μL) and N,N-dimethylformamide (10 mL) was added 1-ethyl-3-(3-dimethylaminopropyl)carbodiimide hydrochloride (226 mg), and the mixture was stirred overnight at room temperature. Saturated aqueous ammonium chloride solution was added to quench the reaction, and th... Starting materials: CCOC(C)=O, CC(C)(C)OC(=O)NC1CCN(c2ccc([N+](=O)[O-])cc2F)C1, [Pd]. RXN SMILES: [CH3:24][CH2:25][O:26][C:27](=[O:28])[CH3:29].[F:1][c:2]1[cH:3][c:4]([N+:21]([O-:22])=[O:23])[cH:5][cH:6][c:7]1[N:8]1[CH2:9][CH:10]([NH:13][C:14](=[O:15])[O:16][C:17]([CH3:18])([CH3:19])[CH3:20])[CH2:11][CH2:12]1.[Pd:30]>>[F:1][c:2]1[cH:3][c:4]([NH2:21])[cH:5][cH:6][c:7]1[N:8]1[CH2:9][CH:10]([NH:13][C:14](=[O:15])[O:16][C:17]([CH3:18])([CH3:19])[CH3:20])[CH2:11][CH2:12]1. Product: CC(C)(C)OC(=O)NC1CCN(c2ccc(N)cc2F)C1. The reactants are Clc1cc(Br)ccc1I, C1CCOC1, CC(C)[Mg+], [Cl-], COc1ccc(Cl)c(C=O)c1. Product: COc1ccc(Cl)c(C(O)c2ccc(Br)cc2Cl)c1. RXN SMILES: [Br:1][c:2]1[cH:3][c:4]([Cl:9])[c:5]([I:8])[cH:6][cH:7]1.[CH2:26]1[O:27][CH2:28][CH2:29][CH2:30]1.[CH:11]([Mg+:12])([CH3:13])[CH3:14].[Cl-:10].[Cl:15][c:16]1[c:17]([CH:18]=[O:19])[cH:20][c:21]([O:24][CH3:25])[cH:22][cH:23]1>>[Br:1][c:2]1[cH:3][c:4]([Cl:9])[c:5]([CH:18]([c:17]2[c:16]([Cl:15])[cH:23][cH:22][c:21]([O:24][CH3:25])[cH:20]2)[OH:19])[cH:6][cH:7]1. Starting materials: BrC1=CC=C(C=C1)C(CNS(=O)(=O)C(C)C)C (N-2-(4-Bromophenyl)propyl 2-propylsulfonamide), C1(CCCCC1)[Mg]Cl (cyclohexylmagnesium chloride). The product is C1(CCCCC1)C1=CC=C(C=C1)C(CNS(=O)(=O)C(C)C)C (N-2-(4-Cyclohexylphenyl)propyl 2-propanesulfonamide). As a reaction SMILES: Br[C:2]1[CH:7]=[CH:6][C:5]([CH:8]([CH3:17])[CH2:9][NH:10][S:11]([CH:14]([CH3:16])[CH3:15])(=[O:13])=[O:12])=[CH:4][CH:3]=1.[CH:18]1([Mg]Cl)[CH2:23][CH2:22][CH2:21][CH2:20][CH2:19]1>>[CH:18]1([C:2]2[CH:7]=[CH:6][C:5]([CH:8]([CH3:17])[CH2:9][NH:10][S:11]([CH:14]([CH3:16])[CH3:15])(=[O:13])=[O:12])=[CH:4][CH:3]=2)[CH2:23][CH2:22][CH2:21][CH2:20][CH2:19]1. Procedure: The title product was prepared from the product of Example 27 as described in Example 15, Condition 2, with the exception that cyclohexylmagnesium chloride was used instead of cyclopentylmagnesium bromide.